Dataset: the Open Reaction Database (ORD), a public repository of structured organic reaction records. Task: describe an organic reaction: reactants, conditions, products, and yield The reactants are BrCC1CC1, [NH2-], [Na], c1ccc2c(c1)C1CC2(CC2CNCCO2)c2ccccc21, O, c1ccccc1. Product: c1ccc2c(c1)C1CC2(CC2CN(CC3CC3)CCO2)c2ccccc21. RXN SMILES: [CH:23]1([CH2:26][Br:27])[CH2:24][CH2:25]1.[NH2-:29].[Na:28].[O:1]1[CH:2]([CH2:7][C:8]23[c:9]4[cH:10][cH:11][cH:12][cH:13][c:14]4[CH:15]([c:16]4[cH:17][cH:18][cH:19][cH:20][c:21]42)[CH2:22]3)[CH2:3][NH:4][CH2:5][CH2:6]1.[OH2:36].[cH:30]1[cH:31][cH:32][cH:33][cH:34][cH:35]1>>[O:1]1[CH:2]([CH2:7][C:8]23[c:9]4[cH:10][cH:11][cH:12][cH:13][c:14]4[CH:15]([c:16]4[cH:17][cH:18][cH:19][cH:20][c:21]42)[CH2:22]3)[CH2:3][N:4]([CH2:26][CH:23]2[CH2:24][CH2:25]2)[CH2:5][CH2:6]1. Reactants: NC1=C(C=CC(=C1)Cl)NC1=C(C(=O)O)C=CC=C1 (2-[(2-amino-4-chlorophenyl)amino]benzoic acid). Run in C=1(C(=CC=CC1)C)C (xylene). The product is ClC1=CC2=C(NC3=C(C(N2)=O)C=CC=C3)C=C1 (8-Chloro-5,10-dihydrodibenzo[b,f][1,4]diazepin-11-one). RXN SMILES: [NH2:1][C:2]1[CH:7]=[C:6]([Cl:8])[CH:5]=[CH:4][C:3]=1[NH:9][C:10]1[CH:18]=[CH:17][CH:16]=[CH:15][C:11]=1[C:12](O)=[O:13]>C1(C)C(C)=CC=CC=1>[Cl:8][C:6]1[CH:5]=[CH:4][C:3]2[NH:9][C:10]3[CH:18]=[CH:17][CH:16]=[CH:15][C:11]=3[C:12](=[O:13])[NH:1][C:2]=2[CH:7]=1. Procedure: A solution of 2-[(2-amino-4-chlorophenyl)amino]benzoic acid (11.8 g, 45 mmol) in xylene (150 mL) was heated to reflux in a Dean-Stark apparatus. The reaction mixture was stirred at reflux temperature for 31 h. After removal of the xylene in vacuo, the title compound was obtained. There was still starting material present. Therefore the product was dissolved in xylene (150 mL) again and stirring was continued overnight at reflux temperature in a Dean-Stark apparatus. After removal of the xylene u...